This data is from the Open Reaction Database (ORD), a public repository of structured organic reaction records. The task is: describe an organic reaction: reactants, conditions, products, and yield Reactants: CC(Oc1nncc2cc(Br)ccc12)C(F)(F)F, CC(C)(C)[O-], Cc1ccccc1, CO, c1ccc(-c2ccccc2P(C2CCCCC2)C2CCCCC2)cc1, Nc1ccc(F)cc1F, [Na+], O=C(C=Cc1ccccc1)C=Cc1ccccc1, O=C(C=Cc1ccccc1)C=Cc1ccccc1, O=C(C=Cc1ccccc1)C=Cc1ccccc1, [Pd], [Pd]. Yields the product CC(Oc1nncc2cc(Nc3ccc(F)cc3F)ccc12)C(F)(F)F. Reaction SMILES: [Br:1][c:2]1[cH:3][c:4]2[cH:5][n:6][n:7][c:8]([O:12][CH:13]([C:14]([F:15])([F:16])[F:17])[CH3:18])[c:9]2[cH:10][cH:11]1.[CH3:19][C:20]([CH3:21])([O-:22])[CH3:23].[CH3:59][c:60]1[cH:61][cH:62][cH:63][cH:64][cH:65]1.[CH3:66][OH:67].[CH:25]1([P:26]([CH:27]2[CH2:28][CH2:29][CH2:30][CH2:31][CH2:32]2)[c:33]2[cH:34][cH:35][cH:36][cH:37][c:38]2-[c:39]2[cH:40][cH:41][cH:42][cH:43][cH:44]2)[CH2:45][CH2:46][CH2:47][CH2:48][CH2:49]1.[F:50][c:51]1[c:52]([NH2:53])[cH:54][cH:55][c:56]([F:58])[cH:57]1.[Na+:24].[O:106]=[C:107]([CH:108]=[CH:109][c:110]1[cH:111][cH:112][cH:113][cH:114][cH:115]1)[CH:116]=[CH:117][c:118]1[cH:119][cH:120][cH:121][cH:122][cH:123]1.[O:70]=[C:71]([CH:72]=[CH:73][c:74]1[cH:75][cH:76][cH:77][cH:78][cH:79]1)[CH:80]=[CH:81][c:82]1[cH:83][cH:84][cH:85][cH:86][cH:87]1.[O:88]=[C:89]([CH:90]=[CH:91][c:92]1[cH:93][cH:94][cH:95][cH:96][cH:97]1)[CH:98]=[CH:99][c:100]1[cH:101][cH:102][cH:103][cH:104][cH:105]1.[Pd:68].[Pd:69]>>[c:2]1([NH:53][c:52]2[c:51]([F:50])[cH:57][c:56]([F:58])[cH:55][cH:54]2)[cH:3][c:4]2[cH:5][n:6][n:7][c:8]([O:12][CH:13]([C:14]([F:15])([F:16])[F:17])[CH3:18])[c:9]2[cH:10][cH:11]1. The reactants are N1=CC=CC=C1 (pyridine), 4A, C(=O)C1=CC=C(C=C1)B(O)O (4-formylphenylboronic acid), N1N=CC=C1 (pyrazole). The reagents and catalysts are C(C)(=O)[O-].[Cu+2].C(C)(=O)[O-] (Copper acetate). Solvent: O1CCOCC1 (1,4-dioxane). Run at time 72 hour. Product: C(=O)C1=CC=C(C=C1)N1N=CC=C1 (1-(4-formylphenyl)pyrazole). Yield: 66.9%. As a reaction SMILES: N1C=CC=CC=1.[CH:7]([C:9]1[CH:14]=[CH:13][C:12](B(O)O)=[CH:11][CH:10]=1)=[O:8].[NH:18]1[CH:22]=[CH:21][CH:20]=[N:19]1>O1CCOCC1.C([O-])(=O)C.[Cu+2].C([O-])(=O)C>[CH:7]([C:9]1[CH:14]=[CH:13][C:12]([N:18]2[CH:22]=[CH:21][CH:20]=[N:19]2)=[CH:11][CH:10]=1)=[O:8] |f:4.5.6|. Procedure: Copper acetate (91 mg, 0.5 mmol), pyridine (53 mg, 0.67 mmol) and active Molecular Sieve 4A (250 mg) were added to a solution of 4-formylphenylboronic acid (100 mg, 0.67 mmol) and pyrazole (16 mg, 0.33 mmol) in 1,4-dioxane (4 ml), and they were stirred at room temperature for 72 hours. The reaction mixture was filtered through Celite, and the obtained filtrate was concentrated and then purified by the silica gel TLC chromatography to obtain 1-(4-formylphenyl)pyrazole (yield: 38 mg, 66%) in the f... Reactants: ClC1=NC(=NC=N1)NC1=CC(=CC=C1)CS(=O)(=O)C (4-chloro-N-{3-[(methylsulfonyl)methyl]phenyl}-1,3,5-triazin-2-amine), FC=1C=C(COC2=C(C=CC=C2)B(O)O)C=CC1 ({2-[(3-fluorobenzyl)oxy]phenyl}boronic acid). Yields the product FC=1C=C(COC2=C(C=CC=C2)C2=NC(=NC=N2)NC2=CC(=CC=C2)CS(=O)(=O)C)C=CC1 (4-{2-[(3-Fluorobenzyl)oxy]phenyl}-N-{3-[(methylsulfonyl)methyl]phenyl}-1,3,5-triazin-2-amine). RXN SMILES: Cl[C:2]1[N:7]=[CH:6][N:5]=[C:4]([NH:8][C:9]2[CH:14]=[CH:13][CH:12]=[C:11]([CH2:15][S:16]([CH3:19])(=[O:18])=[O:17])[CH:10]=2)[N:3]=1.[F:20][C:21]1[CH:22]=[C:23]([CH:35]=[CH:36][CH:37]=1)[CH2:24][O:25][C:26]1[CH:31]=[CH:30][CH:29]=[CH:28][C:27]=1B(O)O>>[F:20][C:21]1[CH:22]=[C:23]([CH:35]=[CH:36][CH:37]=1)[CH2:24][O:25][C:26]1[CH:31]=[CH:30][CH:29]=[CH:28][C:27]=1[C:2]1[N:7]=[CH:6][N:5]=[C:4]([NH:8][C:9]2[CH:14]=[CH:13][CH:12]=[C:11]([CH2:15][S:16]([CH3:19])(=[O:18])=[O:17])[CH:10]=2)[N:3]=1. Procedure details: Example 26 was prepared under similar conditions as described in the preparation of Example 1 using crude 4-chloro-N-{3-[(methylsulfonyl)methyl]phenyl}-1,3,5-triazin-2-amine and {2-[(3-fluorobenzyl)oxy]phenyl}boronic acid (Aldrich Chemical Company Inc.). The batch was purified by preparative HPLC. Reactants: Cl.OC1(CCNCC1)C(=O)O (4-Hydroxy-4-piperidinecarboxylic acid hydrochloride salt), Cl (hydrochloric acid), CO (methanol). Reaction conditions: time 8 hour. The product is OC1(CCNCC1)C(=O)OC (Methyl 4-hydroxypiperidine-4-carboxylate), hydrochloride salt. Yield: 92.0%. RXN SMILES: Cl.[OH:2][C:3]1([C:9]([OH:11])=[O:10])[CH2:8][CH2:7][NH:6][CH2:5][CH2:4]1.Cl.[CH3:13]O>>[OH:2][C:3]1([C:9]([O:11][CH3:13])=[O:10])[CH2:8][CH2:7][NH:6][CH2:5][CH2:4]1 |f:0.1|. Procedure: 4-Hydroxy-4-piperidinecarboxylic acid hydrochloride salt (1 g, 5.1 mmol) was added to a 2% hydrochloric acid solution in methanol (25 mL) and the mixture was stirred at room temperature overnight. The solvent was removed under reduced pressure to give the title compound as the hydrochloride salt (1 g, 92%) as a white solid. δH (400 MHz, DMSO-d6) 9.06 (broad, 2H), 5.89 (broad, 1H), 3.68 (m, 3H), 3.14 (m, 2H), 3.02 (m, 2H), 2.07 (m, 2H), 1.79 (m, 2H).